Dataset: the Open Reaction Database (ORD), a public repository of structured organic reaction records. Task: describe an organic reaction: reactants, conditions, products, and yield Starting materials: ClCCCl, O, OCCCS, Cc1ccc(S(=O)(=O)O)cc1, O=Cc1cccnc1. Yields the product c1cncc(C2OCCCS2)c1. Reaction SMILES: [Cl:26][CH2:27][CH2:28][Cl:29].[OH2:25].[SH:9][CH2:10][CH2:11][CH2:12][OH:13].[c:14]1([CH3:15])[cH:16][cH:17][c:18]([S:19]([OH:20])(=[O:21])=[O:22])[cH:23][cH:24]1.[n:1]1[cH:2][c:3]([CH:7]=[O:8])[cH:4][cH:5][cH:6]1>>[n:1]1[cH:2][c:3]([CH:7]2[O:8][CH2:12][CH2:11][CH2:10][S:9]2)[cH:4][cH:5][cH:6]1. Product: C1(=CC=CC=C1)CC(C#N)N (3-Phenyl-2-aminopropanenitrile). Procedure: In a 1L 5-necked flask equipped with a mechanical stirrer, thermometer, condenser and a dropping funnel was placed potassium cyanide (71.5 g, 1.1 mol) in water (325 mL). Ammonium chloride (64.2 g, 1.2 mol) was added. The resulting mixture was stirred to get a homogenous solution. A solution of phenylacetaldehyde (132 g of 90% purity, 1.0 mol) in methanol (325 mL) was added over 60 min. The resulting mixture was heated at 60° C. HPLC analysis indicated that the reaction was complete after 4 hr. T... Run in O (water), CO (methanol), O (water). Reaction conditions: temperature 60 celsius, time 4 hour. Reaction SMILES: [C-:1]#[N:2].[K+].[Cl-].[NH4+:5].[C:6]1([CH2:12][CH:13]=O)[CH:11]=[CH:10][CH:9]=[CH:8][CH:7]=1.ClCCl>O.CO>[C:6]1([CH2:12][CH:13]([NH2:5])[C:1]#[N:2])[CH:11]=[CH:10][CH:9]=[CH:8][CH:7]=1 |f:0.1,2.3|. The reactants are ClCCl (dichloromethane), 1L, C1(=CC=CC=C1)CC=O (phenylacetaldehyde), [C-]#N.[K+] (potassium cyanide), [Cl-].[NH4+] (Ammonium chloride). The yield is 54.7%. Yield: 51.0%. Reactants: O=C1NC=CC2=C1C(=NN2)C=2C=C(SC2)C(=O)N (4-(4-oxo-4,5-dihydro-1H-pyrazolo[4,3-c]pyridin-3-yl)thiophene-2-carboxamide), [H-].[Na+] (sodium hydride), BrC(CC)CC (3-bromopentane). Run in CN(C)C=O (DMF). Procedure details: To a solution of 4-(4-oxo-4,5-dihydro-1H-pyrazolo[4,3-c]pyridin-3-yl)thiophene-2-carboxamide (80.0 mg) obtained in Step A of Example 141 in DMF (3 mL) was added sodium hydride (60% dispersion in mineral oil, 24.6 mg), and the mixture was stirred at room temperature for 1 hr. To the reaction mixture was added 3-bromopentane (93.0 mg), and the mixture was stirred overnight at room temperature. The reaction mixture was extracted with water and ethyl acetate, and the organic layer was washed with sa... RXN SMILES: [O:1]=[C:2]1[C:7]2[C:8]([C:11]3[CH:12]=[C:13]([C:16]([NH2:18])=[O:17])[S:14][CH:15]=3)=[N:9][NH:10][C:6]=2[CH:5]=[CH:4][NH:3]1.[H-].[Na+].Br[CH:22]([CH2:25][CH3:26])[CH2:23][CH3:24]>CN(C=O)C>[O:1]=[C:2]1[C:7]2[C:8]([C:11]3[CH:12]=[C:13]([C:16]([NH2:18])=[O:17])[S:14][CH:15]=3)=[N:9][N:10]([CH:22]([CH2:25][CH3:26])[CH2:23][CH3:24])[C:6]=2[CH:5]=[CH:4][NH:3]1 |f:1.2|. Conditions: time 1 hour. The product is O=C1NC=CC2=C1C(=NN2C(CC)CC)C=2C=C(SC2)C(=O)N (4-(4-oxo-1-(pentan-3-yl)-4,5-dihydro-1H-pyrazolo[4,3-c]pyridin-3-yl)thiophene-2-carboxamide). The reactants are CCOC(=O)c1ccc2c(c1)CC(C)(C)C(c1cccc(NC(C)(C)C(=O)N3CCOCC3)c1)N2, CO, Cl, [Na+], C1CCOC1, [OH-], O. Product: CC(C)(Nc1cccc(C2Nc3ccc(C(=O)O)cc3CC2(C)C)c1)C(=O)N1CCOCC1. RXN SMILES: [CH2:1]([CH3:2])[O:3][C:4](=[O:5])[c:6]1[cH:7][c:8]2[c:13]([cH:14][cH:15]1)[NH:12][CH:11]([c:16]1[cH:17][c:18]([NH:22][C:23]([C:24](=[O:25])[N:26]3[CH2:27][CH2:28][O:29][CH2:30][CH2:31]3)([CH3:32])[CH3:33])[cH:19][cH:20][cH:21]1)[C:10]([CH3:34])([CH3:35])[CH2:9]2.[CH3:37][OH:38].[ClH:36].[Na+:45].[O:39]1[CH2:40][CH2:41][CH2:42][CH2:43]1.[OH-:44].[OH2:46]>>[O:3]=[C:4]([OH:5])[c:6]1[cH:7][c:8]2[c:13]([cH:14][cH:15]1)[NH:12][CH:11]([c:16]1[cH:17][c:18]([NH:22][C:23]([C:24](=[O:25])[N:26]3[CH2:27][CH2:28][O:29][CH2:30][CH2:31]3)([CH3:32])[CH3:33])[cH:19][cH:20][cH:21]1)[C:10]([CH3:34])([CH3:35])[CH2:9]2. Reactants: FC(OC1=CC=C(C=C1)N1C(C2(CC1)CCNCC2)=O)(F)F (2-(4-trifluoromethoxy-phenyl)-2,8-diaza-spiro[4.5]decan-1-one), BrC1=C(C=CC=C1)OC (2-bromoanisole). The product is COC1=C(C=CC=C1)N1CCC2(CCN(C2=O)C2=CC=C(C=C2)OC(F)(F)F)CC1 (8-(2-Methoxy-phenyl)-2-(4-trifluoromethoxy-phenyl)-2,8-diaza-spiro[4.5]decan-1-one). Reaction SMILES: [F:1][C:2]([F:22])([F:21])[O:3][C:4]1[CH:9]=[CH:8][C:7]([N:10]2[CH2:14][CH2:13][C:12]3([CH2:19][CH2:18][NH:17][CH2:16][CH2:15]3)[C:11]2=[O:20])=[CH:6][CH:5]=1.Br[C:24]1[CH:29]=[CH:28][CH:27]=[CH:26][C:25]=1[O:30][CH3:31]>>[CH3:31][O:30][C:25]1[CH:26]=[CH:27][CH:28]=[CH:29][C:24]=1[N:17]1[CH2:16][CH2:15][C:12]2([C:11](=[O:20])[N:10]([C:7]3[CH:8]=[CH:9][C:4]([O:3][C:2]([F:1])([F:21])[F:22])=[CH:5][CH:6]=3)[CH2:14][CH2:13]2)[CH2:19][CH2:18]1. Reported procedure: The title compound was prepared in analogy to example 1 step D from a mixture of 2-(4-trifluoromethoxy-phenyl)-2,8-diaza-spiro[4.5]decan-1-one (described in example 1 step C) and 2-bromoanisole. Light yellow solid. MS (ESI): 421.0 (MH+)